From a dataset of the Open Reaction Database (ORD), a public repository of structured organic reaction records. describe an organic reaction: reactants, conditions, products, and yield Starting materials: C=CCC(CNC)C1c2ccccc2COc2ccccc21, CCO. The product is CCCC(CNC)C1c2ccccc2COc2ccccc21. As a reaction SMILES: [CH3:1][NH:2][CH2:3][CH:4]([CH2:5][CH:6]=[CH2:7])[CH:8]1[c:9]2[c:10]([cH:19][cH:20][cH:21][cH:22]2)[O:11][CH2:12][c:13]2[c:14]1[cH:15][cH:16][cH:17][cH:18]2.[CH3:23][CH2:24][OH:25]>>[CH3:1][NH:2][CH2:3][CH:4]([CH2:5][CH2:6][CH3:7])[CH:8]1[c:9]2[c:10]([cH:19][cH:20][cH:21][cH:22]2)[O:11][CH2:12][c:13]2[c:14]1[cH:15][cH:16][cH:17][cH:18]2.